From a dataset of the Open Reaction Database (ORD), a public repository of structured organic reaction records. describe an organic reaction: reactants, conditions, products, and yield RXN SMILES: [NH2:1][C:2]1[CH:21]=[CH:20][C:5]2[N:6]([CH2:18][CH3:19])[C:7](=[O:17])[CH:8]([NH:11][C:12](=[O:16])[CH2:13][O:14][CH3:15])[CH2:9][CH2:10][C:4]=2[C:3]=1[O:22][CH3:23].Cl[C:25]1[N:30]=[C:29]([NH:31][C:32]2[CH:37]=[CH:36][CH:35]=[CH:34][C:33]=2[S:38]([N:41]([CH3:43])[CH3:42])(=[O:40])=[O:39])[C:28]([Cl:44])=[CH:27][N:26]=1>>[Cl:44][C:28]1[C:29]([NH:31][C:32]2[CH:37]=[CH:36][CH:35]=[CH:34][C:33]=2[S:38](=[O:40])(=[O:39])[N:41]([CH3:42])[CH3:43])=[N:30][C:25]([NH:1][C:2]2[CH:21]=[CH:20][C:5]3[N:6]([CH2:18][CH3:19])[C:7](=[O:17])[CH:8]([NH:11][C:12](=[O:16])[CH2:13][O:14][CH3:15])[CH2:9][CH2:10][C:4]=3[C:3]=2[O:22][CH3:23])=[N:26][CH:27]=1. Reactants: NC1=C(C2=C(N(C(C(CC2)NC(COC)=O)=O)CC)C=C1)OC (N-(7-Amino-1-ethyl-6-methoxy-2-oxo-2,3,4,5-tetrahydro-1H-benzo[b]azepin-3-yl)-2-methoxy-acetamide), ClC1=NC=C(C(=N1)NC1=C(C=CC=C1)S(=O)(=O)N(C)C)Cl (2-(2,5-Dichloro-pyrimidin-4-ylamino)-N,N-dimethyl-benzenesulfonamide). Product: ClC=1C(=NC(=NC1)NC1=C(C2=C(N(C(C(CC2)NC(COC)=O)=O)CC)C=C1)OC)NC1=C(C=CC=C1)S(N(C)C)(=O)=O (N-{7-[5-Chloro-4-(2-dimethylsulfamoyl-phenylamino)-pyrimidin-2-ylamino]-1-ethyl-6-methoxy-2-oxo-2,3,4,5-tetrahydro-1H-benzo[b]azepin-3-yl}-2-methoxy-acetamide). Procedure: Following a procedure analogous to Example 113, N-(7-Amino-1-ethyl-6-methoxy-2-oxo-2,3,4,5-tetrahydro-1H-benzo[b]azepin-3-yl)-2-methoxy-acetamide (100 mgs) and 2-(2,5-Dichloro-pyrimidin-4-ylamino)-N,N-dimethyl-benzenesulfonamide were converted to the title compound (10 mgs) as a white powder. 1H-NMR (CDCl3): 9.45 (s, 1H), 8.54 (d, J=8.1 Hz, 1H), 8.28 (d, J=8.8 Hz, 1H), 8.21 (s, 1H), 7.92 (d, J=7.8 Hz, 1H), 7.65 (t, J=7.8 Hz, 1H), 7.54 (s, 2H), 7.32-7.28 (m, 1H), 6.91 (d, J=8.3 Hz, 1H), 4.59-4.52...